describe an organic reaction: reactants, conditions, products, and yield From a dataset of the Open Reaction Database (ORD), a public repository of structured organic reaction records. The reactants are C(C)(=O)N(C1(CCN(CC1)CC1=CC=CC=C1)C(=O)OCC)C1=CC(=CC=C1)F (ethyl 4-[acetyl(3-fluorophenyl)amino]-1-benzylpiperidine-4-carboxylate), C(C)(C)[N-]C(C)C.[Li+] (lithium diisopropylamide), O (water), Cl (HCl). Run in C1CCOC1 (THF), CCOC(=O)C (EtOAc). Conditions: time 14 hour. Yields the product C(C1=CC=CC=C1)N1CCC2(C(CC(N2C2=CC(=CC=C2)F)=O)=O)CC1 (8-benzyl-1-(3-fluorophenyl)-1,8-diazaspiro[4.5]decane-2,4-dione). Reaction SMILES: [C:1]([N:4]([C:23]1[CH:28]=[CH:27][CH:26]=[C:25]([F:29])[CH:24]=1)[C:5]1([C:18]([O:20]CC)=O)[CH2:10][CH2:9][N:8]([CH2:11][C:12]2[CH:17]=[CH:16][CH:15]=[CH:14][CH:13]=2)[CH2:7][CH2:6]1)(=[O:3])[CH3:2].C([N-]C(C)C)(C)C.[Li+].O.Cl>C1COCC1.CCOC(C)=O>[CH2:11]([N:8]1[CH2:9][CH2:10][C:5]2([N:4]([C:23]3[CH:28]=[CH:27][CH:26]=[C:25]([F:29])[CH:24]=3)[C:1](=[O:3])[CH2:2][C:18]2=[O:20])[CH2:6][CH2:7]1)[C:12]1[CH:13]=[CH:14][CH:15]=[CH:16][CH:17]=1 |f:1.2|. Procedure details: To a 0° C. solution of 0.86 g (2.2 mmol) ethyl 4-[acetyl(3-fluorophenyl)amino]-1-benzylpiperidine-4-carboxylate in 1 mL THF was added 3.2 mL (6.5 mmol, 2M solution in heptane, THF, ethylbenzene) lithium diisopropylamide solution and the reaction mixture was allowed to slowly warm to rt and stirred for an additional 14 hr. To this mixture was added 50 mL water and 50 mL EtOAc and the pH was adjusted to pH=6 with 1N HCl (approx 11 mL). The aqueous layer was extracted 3×100 mL EtOAc and the combine... RXN SMILES: [Br:1][c:2]1[cH:3][c:4]2[cH:5][n:6][n:7][c:8]([Cl:12])[c:9]2[cH:10][cH:11]1.[C:13](=[O:14])([O-:15])[O-:16].[CH2:19]([CH3:20])[N:21]([CH2:22][CH2:23][NH2:24])[CH2:25][CH3:26].[CH3:27][N:28]([CH3:29])[CH:30]=[O:31].[CH3:32][CH2:33][O:34][C:35]([CH3:36])=[O:37].[K+:17].[K+:18]>>[Br:1][c:2]1[cH:3][c:4]2[cH:5][n:6][n:7][c:8]([NH:24][CH2:23][CH2:22][N:21]([CH2:19][CH3:20])[CH2:25][CH3:26])[c:9]2[cH:10][cH:11]1. The product is CCN(CC)CCNc1nncc2cc(Br)ccc12. The reactants are Clc1nncc2cc(Br)ccc12, O=C([O-])[O-], CCN(CC)CCN, CN(C)C=O, CCOC(C)=O, [K+], [K+]. The reactants are C(CC)N (Propylamine), BrCC(OCC)OCC (1-bromo-2,2-diethoxyethane), [OH-].[Na+] (sodium hydroxide). Product: C(CC)NCC(OCC)OCC (N-propyl-N-(2,2-diethoxyethyl)amine). As a reaction SMILES: [CH2:1]([NH2:4])[CH2:2][CH3:3].[OH-].[Na+].Br[CH2:8][CH:9]([O:13][CH2:14][CH3:15])[O:10][CH2:11][CH3:12]>>[CH2:1]([NH:4][CH2:8][CH:9]([O:13][CH2:14][CH3:15])[O:10][CH2:11][CH3:12])[CH2:2][CH3:3] |f:1.2|. Reported procedure: Propylamine (100 ml) and 1-bromo-2,2-diethoxyethane (50 ml) were charged into a glass reaction flask equipped with a stirrer, thermometer, heater and reflux condenser. The reaction mixture was then heated at reflux for a period of one hour with stirring. After this time the mixture is treated with 50% by weight aqueous sodium hydroxide and was then distilled under reduced pressure to yield the desired product N-propyl-N-(2,2-diethoxyethyl)amine. The reactants are C1(CC1)C(=O)NC=1SC2=C(N1)C=CC(=C2)OS(=O)(=O)C2=CC=C(C=C2)F (4-fluorobenzenesulfonic acid 2-(cyclopropanecarbonylamino)-benzothiazol-6-yl ester), N1=CC(=CC=C1)C=1N=CN(C1)CCCCN (4-(4-pyrid-3-ylimidazol-1-yl)butylamine). Run in CN1CCCC1=O (NMP). Product: C1(CC1)C(=O)NC=1SC2=C(N1)C=CC(=C2)OS(=O)(=O)C2=CC=C(C=C2)NCCCCN2C=NC(=C2)C=2C=NC=CC2 (4-[4-(4-pyrid-3-ylimidazol-1-yl)butylamino]-benzenesulfonic 2-(cyclopropanecarbonylamino)benzothiazol-6-yl ester). Reaction SMILES: [CH:1]1([C:4]([NH:6][C:7]2[S:8][C:9]3[CH:15]=[C:14]([O:16][S:17]([C:20]4[CH:25]=[CH:24][C:23](F)=[CH:22][CH:21]=4)(=[O:19])=[O:18])[CH:13]=[CH:12][C:10]=3[N:11]=2)=[O:5])[CH2:3][CH2:2]1.[N:27]1[CH:32]=[CH:31][CH:30]=[C:29]([C:33]2[N:34]=[CH:35][N:36]([CH2:38][CH2:39][CH2:40][CH2:41][NH2:42])[CH:37]=2)[CH:28]=1>CN1C(=O)CCC1>[CH:1]1([C:4]([NH:6][C:7]2[S:8][C:9]3[CH:15]=[C:14]([O:16][S:17]([C:20]4[CH:25]=[CH:24][C:23]([NH:42][CH2:41][CH2:40][CH2:39][CH2:38][N:36]5[CH:37]=[C:33]([C:29]6[CH:28]=[N:27][CH:32]=[CH:31][CH:30]=6)[N:34]=[CH:35]5)=[CH:22][CH:21]=4)(=[O:19])=[O:18])[CH:13]=[CH:12][C:10]=3[N:11]=2)=[O:5])[CH2:3][CH2:2]1. Procedure: A solution of 4-fluorobenzenesulfonic 2-(cyclopropanecarbonylamino)benzo-thiazol-6-yl ester (example 7) (50 mg, 127.4 μmol) and 4-(4-pyrid-3-ylimidazol-1-yl)butylamine (110.2 mg, 0.51 mmol) in 0.5 ml of NMP is heated at 150° C. by microwave for 8 minutes. The crude reaction product is purified by preparative LC/MS (basic medium (pH 9)) to give after freeze-drying 36 mg of 4-(2-hydroxy-2-methylpropylamino)benzenesulfonic 2-(cyclo-propanecarbonylamino)benzothiazol-6-yl ester (beige-colored solid). The reactants are C=CC(C)(CC(=O)OCC)Cc1ccc(OCCCNc2ccccn2)cc1, CO, [Na+], [OH-], O. Product: C=CC(C)(CC(=O)O)Cc1ccc(OCCCNc2ccccn2)cc1. Reaction SMILES: [CH2:1]([CH3:2])[O:3][C:4]([CH2:5][C:6]([CH:7]=[CH2:8])([CH2:9][c:10]1[cH:11][cH:12][c:13]([O:16][CH2:17][CH2:18][CH2:19][NH:20][c:21]2[n:22][cH:23][cH:24][cH:25][cH:26]2)[cH:14][cH:15]1)[CH3:27])=[O:28].[CH3:31][OH:32].[Na+:30].[OH-:29].[OH2:33]>>[O:3]=[C:4]([CH2:5][C:6]([CH:7]=[CH2:8])([CH2:9][c:10]1[cH:11][cH:12][c:13]([O:16][CH2:17][CH2:18][CH2:19][NH:20][c:21]2[n:22][cH:23][cH:24][cH:25][cH:26]2)[cH:14][cH:15]1)[CH3:27])[OH:28]. Reactants: O (Water), Cl (hydrochloric acid), C(C)OC(C1=CC(=CC=C1)N(CCCN1C2=C(CCC3=C1C=CC=C3)C=CC=C2)C(C)=O)=O (3-(N-acetyl-N-(3-(10,11-dihydro-5H-dibenz[b,f]azepin-5-yl)-1-propyl)-amino)benzoic acid ethyl ester). Run in C(C)O (ethanol), [OH-].[Na+] (sodium hydroxide), [OH-].[Na+] (sodium hydroxide). Conditions: time 6 hour. The product is C1=CC=CC=2N(C3=C(CCC21)C=CC=C3)CCCNC=3C=C(C(=O)O)C=CC3 (3-((3-(10,11-Dihydro-5H-dibenz[b,f]azepin-5-yl)-1-propyl)amino)benzoic Acid). Isolated yield 58.4%. As a reaction SMILES: C([O:3][C:4](=[O:33])[C:5]1[CH:10]=[CH:9][CH:8]=[C:7]([N:11](C(=O)C)[CH2:12][CH2:13][CH2:14][N:15]2[C:21]3[CH:22]=[CH:23][CH:24]=[CH:25][C:20]=3[CH2:19][CH2:18][C:17]3[CH:26]=[CH:27][CH:28]=[CH:29][C:16]2=3)[CH:6]=1)C.O.Cl>C(O)C.[OH-].[Na+]>[CH:26]1[C:17]2[CH2:18][CH2:19][C:20]3[CH:25]=[CH:24][CH:23]=[CH:22][C:21]=3[N:15]([CH2:14][CH2:13][CH2:12][NH:11][C:7]3[CH:6]=[C:5]([CH:10]=[CH:9][CH:8]=3)[C:4]([OH:33])=[O:3])[C:16]=2[CH:29]=[CH:28][CH:27]=1 |f:4.5|. Reported procedure: To a solution of the above ester (1.0 g, 0.0023 mol) in ethanol (5 ml), 4N sodium hydroxide (0.6 ml) was added and the mixture was stirred at room temperature for 6 h and then left in a freezer overnight. The reaction mixture was allowed to warm up to room temperature and additional 4N sodium hydroxide (0.6 ml) was added. The mixture was stirred at room temperature for 3 h. Water and 4N hydrochloric acid (1.7 ml) were added, and the mixture was extracted with dichloromethane (2×200 ml). The comb... The reactants are ClC1=C(COCCN(C(NC=2SC(=CN2)SCC(C(=O)O)(C)C)=O)[C@@H]2CC[C@H](CC2)C)C=CC=C1 (3-{2-[3-[2-(2-chloro-benzyloxy)-ethyl]-3-(trans-4-methyl-cyclohexyl)-ureido]-thiazol-5-ylsulfanyl}-2,2-dimethyl-propionic acid), BrCC1=C(C=CC=C1)C (1-bromomethyl-2-methyl-benzene), C(C)OC(C(C)(C)SC1=CN=C(S1)N)=O (2-(2-amino-thiazol-5-ylsulfanyl)-2-methyl-propionic acid ethyl ester). Yields the product CC(C(=O)O)(C)SC1=CN=C(S1)NC(=O)N([C@@H]1CC[C@H](CC1)C)CCOCC1=C(C=CC=C1)C (2-Methyl-2-{2-[3-[2-(2-methyl-benzyloxy)-ethyl]-3-(trans-4-methyl-cyclohexyl)-ureido]-thiazol-5-ylsulfanyl}-propionic acid). RXN SMILES: Cl[C:2]1[CH:35]=[CH:34][CH:33]=[CH:32][C:3]=1[CH2:4][O:5][CH2:6][CH2:7][N:8]([C@H:25]1[CH2:30][CH2:29][C@H:28]([CH3:31])[CH2:27][CH2:26]1)[C:9](=[O:24])[NH:10][C:11]1[S:12][C:13]([S:16]CC(C)(C)C(O)=O)=[CH:14][N:15]=1.Br[CH2:37]C1C=CC=CC=1C.C([O:47][C:48](=[O:59])[C:49](SC1SC(N)=NC=1)([CH3:51])[CH3:50])C>>[CH3:50][C:49]([S:16][C:13]1[S:12][C:11]([NH:10][C:9]([N:8]([CH2:7][CH2:6][O:5][CH2:4][C:3]2[CH:32]=[CH:33][CH:34]=[CH:35][C:2]=2[CH3:37])[C@H:25]2[CH2:26][CH2:27][C@H:28]([CH3:31])[CH2:29][CH2:30]2)=[O:24])=[N:15][CH:14]=1)([CH3:51])[C:48]([OH:59])=[O:47]. Procedure details: The compound was prepared following an analogous procedure to the one described for the synthesis of 3-{2-[3-[2-(2-chloro-benzyloxy)-ethyl]-3-(trans-4-methyl-cyclohexyl)-ureido]-thiazol-5-ylsulfanyl}-2,2-dimethyl-propionic acid using 1-bromomethyl-2-methyl-benzene and 2-(2-amino-thiazol-5-ylsulfanyl)-2-methyl-propionic acid ethyl ester.